From a dataset of the Open Reaction Database (ORD), a public repository of structured organic reaction records. describe an organic reaction: reactants, conditions, products, and yield Reactants: O=C(c1ncc[nH]1)c1ncc[nH]1, COc1ccc(Cc2cnccc2C(O)=S)cc1, CN(C)C=O. The product is COC(=S)c1ccncc1Cc1ccc(OC)cc1. RXN SMILES: [C:19]([c:20]1[nH:21][cH:22][cH:23][n:24]1)([c:25]1[nH:26][cH:27][cH:28][n:29]1)=[O:30].[CH3:1][O:2][c:3]1[cH:4][cH:5][c:6]([CH2:9][c:10]2[cH:11][n:12][cH:13][cH:14][c:15]2[C:16](=[S:17])[OH:18])[cH:7][cH:8]1.[CH3:31][N:32]([CH3:33])[CH:34]=[O:35]>>[CH3:1][O:2][c:3]1[cH:4][cH:5][c:6]([CH2:9][c:10]2[cH:11][n:12][cH:13][cH:14][c:15]2[C:16](=[S:17])[O:18][CH3:19])[cH:7][cH:8]1. Starting materials: BrC=1N=CC(=C2C1NC=C2C(C(=O)N2CCN(CC2)C2=NN=NN2C2=NC=CC=C2)=O)OC (1-(7-bromo-4-methoxy-1H-pyrrolo[2,3-c]pyridin-3-yl)-2-(4-(1-(pyridin-2-yl)-1H-tetrazol-5-yl)piperazin-1-yl)ethane-1,2-dione), C([O-])([O-])=O.[Cs+].[Cs+] (Cesium carbonate), CC1=NOC(=C1B1OC(C(O1)(C)C)(C)C)C (3,5-dimethyl-4-(4,4,5,5-tetramethyl-1,3,2-dioxaborolan-2-yl)isoxazole), ClCCl (dichloromethane). The solvent is O1CCOCC1 (Dioxane), CO (MeOH), O (Water). Conditions: temperature 115 celsius. Yields the product CC1=NOC(=C1C=1N=CC(=C2C1NC=C2C(C(=O)N2CCN(CC2)C2=NN=NN2C2=NC=CC=C2)=O)OC)C (1-(7-(3,5-dimethylisoxazol-4-yl)-4-methoxy-1H-pyrrolo[2,3-c]pyridin-3-yl)-2-(4-(1-(pyridin-2-yl)-1H-tetrazol-5-yl)piperazin-1-yl)ethane-1,2-dione). Isolated yield 54.3%. Reaction SMILES: Br[C:2]1[N:3]=[CH:4][C:5]([O:32][CH3:33])=[C:6]2[C:10]([C:11](=[O:31])[C:12]([N:14]3[CH2:19][CH2:18][N:17]([C:20]4[N:24]([C:25]5[CH:30]=[CH:29][CH:28]=[CH:27][N:26]=5)[N:23]=[N:22][N:21]=4)[CH2:16][CH2:15]3)=[O:13])=[CH:9][NH:8][C:7]=12.[CH3:34][C:35]1[C:39](B2OC(C)(C)C(C)(C)O2)=[C:38]([CH3:49])[O:37][N:36]=1.ClCCl.C(=O)([O-])[O-].[Cs+].[Cs+]>O1CCOCC1.O.CO>[CH3:34][C:35]1[C:39]([C:2]2[N:3]=[CH:4][C:5]([O:32][CH3:33])=[C:6]3[C:10]([C:11](=[O:31])[C:12]([N:14]4[CH2:19][CH2:18][N:17]([C:20]5[N:24]([C:25]6[CH:30]=[CH:29][CH:28]=[CH:27][N:26]=6)[N:23]=[N:22][N:21]=5)[CH2:16][CH2:15]4)=[O:13])=[CH:9][NH:8][C:7]=23)=[C:38]([CH3:49])[O:37][N:36]=1 |f:3.4.5|. Procedure details: Compounds 1-(7-bromo-4-methoxy-1H-pyrrolo[2,3-c]pyridin-3-yl)-2-(4-(1-(pyridin-2-yl)-1H-tetrazol-5-yl)piperazin-1-yl)ethane-1,2-dione (100 mg, 0.195 mmol), 3,5-dimethyl-4-(4,4,5,5-tetramethyl-1,3,2-dioxaborolan-2-yl)isoxazole, 1,1′-Bis(diphenylphosphino)ferrocene palladium (II) chloride complex with dichloromethane (16.06 mg, 0.020 mmol) and Cesium carbonate (127 mg, 0.390 mmol) were combined in Dioxane (2 mL) and Water (0.5 mL). The mixture was heated at 115° C. for 2 hours. After cooling to rt... Starting materials: [BH4-], COC(=O)C1Cc2ccccc2N1C(=O)OCc1ccccc1, [Li+], C1CCOC1. Yields the product O=C(OCc1ccccc1)N1c2ccccc2CC1CO. As a reaction SMILES: [BH4-:1].[CH2:3]([c:4]1[cH:5][cH:6][cH:7][cH:8][cH:9]1)[O:10][C:11](=[O:12])[N:13]1[CH:14]([C:22](=[O:23])[O:24][CH3:25])[CH2:15][c:16]2[cH:17][cH:18][cH:19][cH:20][c:21]21.[Li+:2].[O:26]1[CH2:27][CH2:28][CH2:29][CH2:30]1>>[CH2:3]([c:4]1[cH:5][cH:6][cH:7][cH:8][cH:9]1)[O:10][C:11](=[O:12])[N:13]1[CH:14]([CH2:22][OH:23])[CH2:15][c:16]2[cH:17][cH:18][cH:19][cH:20][c:21]21. Starting materials: [N+](=O)([O-])[O-].[Ce+3].[N+](=O)([O-])[O-].[N+](=O)([O-])[O-] (cerium nitrate), RC-320, O.O.O=[Al]O[Si](=O)O[Si](=O)O[Al]=O (kaolin clay slurry), P(O)(O)(O)=O (phosphoric acid). Solvent: O (water). Run at time 30 minute. Yields the product P(=O)([O-])([O-])[O-].[N+](=O)([O-])[O-].[Ce+3].[N+](=O)([O-])[O-].[N+](=O)([O-])[O-] (phosphate cerium nitrate). As a reaction SMILES: O.O.O=[Al]O[Si](O[Si](O[Al]=O)=O)=O.[P:14](=[O:18])([OH:17])([OH:16])[OH:15].[N+:19]([O-:22])([O-:21])=[O:20].[Ce+3:23].[N+:24]([O-:27])([O-:26])=[O:25].[N+:28]([O-:31])([O-:30])=[O:29]>O>[P:14]([O-:18])([O-:17])([O-:16])=[O:15].[N+:19]([O-:22])([O-:21])=[O:20].[Ce+3:23].[N+:24]([O-:27])([O-:26])=[O:25].[N+:28]([O-:31])([O-:30])=[O:29] |f:0.1.2,4.5.6.7,9.10.11.12.13|. Reported procedure: A clay/phosphate/cerium nitrate solution was prepared (according to the general teachings of U.S. Patent 5,190,902) by adding 1403 grams of Theile RC-320 kaolin clay slurry to 591 milliliters of water in a high speed mixer. To this mixture, 192 grams of phosphoric acid was then added. To the resulting system, 440 grams of cerium nitrate solution was added. The slurry formulation was then spray dried and the resulting particles calcined at 650° C. for 30 minutes in a muffle furnace. The calcined ... Reactants: N1CCOCC1 (morpholine), C(=O)(N1C=NC=C1)N1C=NC=C1 (carbonyldiimidazole), C1(=CC=C(C=C1)C(=CC(=O)O)C1=CC(=C(C=C1)OC)OC)C1=CC=CC=C1 (3-(biphenyl-4-yl)-3-(3,4-dimethoxyphenyl)acrylic acid), C(=O)=O (CO2). Solvent: O1CCCC1 (tetrahydrofuran). Run at time 1 hour. Product: C1(=CC=C(C=C1)C(=CC(=O)N1CCOCC1)C1=CC(=C(C=C1)OC)OC)C1=CC=CC=C1 (3-(Biphenyl-4-yl)-3-(3,4-dimethoxyphenyl)acrylic acid morpholide). Isolated yield 55.3%. RXN SMILES: C(N1C=CN=C1)(N1C=CN=C1)=O.[C:13]1([C:34]2[CH:39]=[CH:38][CH:37]=[CH:36][CH:35]=2)[CH:18]=[CH:17][C:16]([C:19]([C:24]2[CH:29]=[CH:28][C:27]([O:30][CH3:31])=[C:26]([O:32][CH3:33])[CH:25]=2)=[CH:20][C:21](O)=[O:22])=[CH:15][CH:14]=1.C(=O)=O.[NH:43]1[CH2:48][CH2:47][O:46][CH2:45][CH2:44]1>O1CCCC1>[C:13]1([C:34]2[CH:35]=[CH:36][CH:37]=[CH:38][CH:39]=2)[CH:14]=[CH:15][C:16]([C:19]([C:24]2[CH:29]=[CH:28][C:27]([O:30][CH3:31])=[C:26]([O:32][CH3:33])[CH:25]=2)=[CH:20][C:21]([N:43]2[CH2:48][CH2:47][O:46][CH2:45][CH2:44]2)=[O:22])=[CH:17][CH:18]=1. Reported procedure: 4.7 g of carbonyldiimidazole were added in portions to a solution of 9.4 g of 3-(biphenyl-4-yl)-3-(3,4-dimethoxyphenyl)acrylic acid in 50 ml of anhydrous tetrahydrofuran. After the evolution of CO2 had subsided, 2.5 g of morpholine were added, and the mixture was boiled for 1 hour. After evaporation, the residue was taken up in toluene/water, and the aqueous phase was discarded. The organic phase was washed once more with water, then dried and evaporated. The crude title compound was isolated wi... RXN SMILES: Cl[C:2]1[CH:11]=[C:10]2[C:5]([CH:6]=[C:7]([C:14]3[CH:15]=[C:16]([NH:21][C:22](=[O:29])[C:23]4[CH:28]=[CH:27][CH:26]=[CH:25][CH:24]=4)[CH:17]=[CH:18][C:19]=3[CH3:20])[C:8](=[O:13])[N:9]2[CH3:12])=[CH:4][N:3]=1.[CH3:30][NH:31][CH3:32]>CN1C(=O)CCC1.CO>[CH3:30][N:31]([CH3:32])[C:2]1[CH:11]=[C:10]2[C:5]([CH:6]=[C:7]([C:14]3[CH:15]=[C:16]([NH:21][C:22](=[O:29])[C:23]4[CH:28]=[CH:27][CH:26]=[CH:25][CH:24]=4)[CH:17]=[CH:18][C:19]=3[CH3:20])[C:8](=[O:13])[N:9]2[CH3:12])=[CH:4][N:3]=1. Solvent: CO (methanol), CN1CCCC1=O (NMP). Procedure details: N-(3-(7-chloro-1,2-dihydro-1-methyl-2-oxo-1,6-naphthyridin-3-yl)-4-methylphenyl)benzamide A6 (45 mg, 0.11 mmol) is dissolved in NMP (1 mL) and treated with dimethyl amine (0.56 mL of a 2.0 M solution in methanol). The reaction mixture is heated to 100° C. for 12 h. Upon cooling to rt, the reaction is purified by preparative LCMS. Run at temperature 100 celsius. The reactants are CNC (dimethyl amine), solution, ClC1=NC=C2C=C(C(N(C2=C1)C)=O)C=1C=C(C=CC1C)NC(C1=CC=CC=C1)=O (N-(3-(7-chloro-1,2-dihydro-1-methyl-2-oxo-1,6-naphthyridin-3-yl)-4-methylphenyl)benzamide). Yields the product CN(C1=NC=C2C=C(C(N(C2=C1)C)=O)C=1C=C(C=CC1C)NC(C1=CC=CC=C1)=O)C (N-(3-(7-(dimethylamino)-1,2-dihydro-1-methyl-2-oxo-1,6-naphthyridin-3-yl)-4-methylphenyl)benzamide). The reactants are CC(Cl)c1cccnc1, CC(C)(C(=O)O)n1cncn1. The reagents and catalysts are O=C([O-])[O-].[Cs+].[Cs+] (cesium carbonate), [I-].[K+] (potassium iodide). The product is CC(OC(=O)C(C)(C)n1cncn1)c1cccnc1. Reaction conditions: temperature 70 celsius, time 16 hour. Solvent: CN(C)C=O (DMF), CN(C)C=O (dmf), CN(C)C=O (DMF).